Dataset: the Open Reaction Database (ORD), a public repository of structured organic reaction records. Task: describe an organic reaction: reactants, conditions, products, and yield The reactants are C([O-])([O-])=O.[K+].[K+] (potassium carbonate), OC=1C=CC(=C(C=O)C1)[N+](=O)[O-] (5-hydroxy-2-nitrobenzaldehyde), Cl.ClCCN(C)C (2-chloro-N,N-dimethylethanamine hydrochloride). The solvent is CN(C=O)C (dimethyl-formamide), C(C)(C)OC(C)C (isopropyl ether), CN(C=O)C (dimethylformamide). The product is CN(CCOC=1C=CC(=C(C=O)C1)[N+](=O)[O-])C (5-(2-Dimethylaminoethoxy)-2-nitrobenzaidehyde). RXN SMILES: [OH:1][C:2]1[CH:3]=[CH:4][C:5]([N+:10]([O-:12])=[O:11])=[C:6]([CH:9]=1)[CH:7]=[O:8].C(=O)([O-])[O-].[K+].[K+].Cl.Cl[CH2:21][CH2:22][N:23]([CH3:25])[CH3:24]>CN(C)C=O.C(OC(C)C)(C)C>[CH3:24][N:23]([CH3:25])[CH2:22][CH2:21][O:1][C:2]1[CH:3]=[CH:4][C:5]([N+:10]([O-:12])=[O:11])=[C:6]([CH:9]=1)[CH:7]=[O:8] |f:1.2.3,4.5|. Procedure details: 10 mmol of 5-hydroxy-2-nitrobenzaldehyde dissolved in dimethylformamide are added dropwise to 20 mmol of potassium carbonate suspended in a mixture of dimethyl-formamide and isopropyl ether, and then the reaction mixture is heated at reflux for 2 hours. After the mixture has returned to ambient temperature, 10 mmol of 2-chloro-N,N-dimethylethanamine hydrochloride are added dropwise, and then the reaction mixture is heated at reflux again for one night. After returning to ambient temperature, the... The reactants are CO, CS(=O)(=O)N1CCN(c2nc(-c3cccc(NS(=O)(=O)c4cc(F)ccc4F)c3F)c(-c3ccnc(Cl)n3)s2)CC1, ClCCl, [NH4+], [OH-]. Product: CS(=O)(=O)N1CCN(c2nc(-c3cccc(NS(=O)(=O)c4cc(F)ccc4F)c3F)c(-c3ccnc(N)n3)s2)CC1. As a reaction SMILES: [CH3:47][OH:48].[Cl:1][c:2]1[n:3][cH:4][cH:5][c:6](-[c:8]2[c:9](-[c:23]3[c:24]([F:41])[c:25]([NH:29][S:30](=[O:31])(=[O:32])[c:33]4[c:34]([F:40])[cH:35][cH:36][c:37]([F:39])[cH:38]4)[cH:26][cH:27][cH:28]3)[n:10][c:11]([N:13]3[CH2:14][CH2:15][N:16]([S:19](=[O:20])(=[O:21])[CH3:22])[CH2:17][CH2:18]3)[s:12]2)[n:7]1.[Cl:44][CH2:45][Cl:46].[NH4+:43].[OH-:42]>>[c:2]1([NH2:43])[n:3][cH:4][cH:5][c:6](-[c:8]2[c:9](-[c:23]3[c:24]([F:41])[c:25]([NH:29][S:30](=[O:31])(=[O:32])[c:33]4[c:34]([F:40])[cH:35][cH:36][c:37]([F:39])[cH:38]4)[cH:26][cH:27][cH:28]3)[n:10][c:11]([N:13]3[CH2:14][CH2:15][N:16]([S:19](=[O:20])(=[O:21])[CH3:22])[CH2:17][CH2:18]3)[s:12]2)[n:7]1. The reactants are ClC1=C(C=O)C=CC=C1 (2-chlorobenzaldehyde), Cl.NO (hydroxylamine hydrochloride), [OH-].[Na+] (sodium hydroxide). Solvent: O (water), O (water), C(C)O (ethanol), O (water), O (water). Product: ClC1=C(C=NO)C=CC=C1 (2-chlorobenzaldoxime). Isolated yield 77.6%. Reaction SMILES: [Cl:1][C:2]1[CH:9]=[CH:8][CH:7]=[CH:6][C:3]=1[CH:4]=O.Cl.[NH2:11][OH:12].[OH-].[Na+]>C(O)C.O>[Cl:1][C:2]1[CH:9]=[CH:8][CH:7]=[CH:6][C:3]=1[CH:4]=[N:11][OH:12] |f:1.2,3.4|. Procedure: To a stirred solution of 56.2 grams (0.40 mole) of 2-chlorobenzaldehyde and 55.6 grams (0.80 mole) of hydroxylamine hydrochloride in 225 ml of ethanol and 111 ml of water was added in portions over a 15 minute period a solution of 24.0 grams (0.60 mole) of sodium hydroxide in 24 ml of water. The addition caused a solid precipitate to form. The reaction mixture was heated to boiling, and water was added until the solid dissolved. Additional water was added until the solution became cloudy. The re... The reactants are C(=NC1CCCCC1)=NC1CCCCC1, ClCCl, O=C(O)CNC(=O)OCc1ccc([N+](=O)[O-])cc1, C1COCCO1, O=C1CCC(=O)N1O. The product is O=C(CNC(=O)OCc1ccc([N+](=O)[O-])cc1)ON1C(=O)CCC1=O. RXN SMILES: [CH2:27]1[CH2:28][CH2:29][CH:30]([N:31]=[C:32]=[N:33][CH:34]2[CH2:35][CH2:36][CH2:37][CH2:38][CH2:39]2)[CH2:40][CH2:41]1.[CH2:48]([Cl:49])[Cl:50].[N+:1](=[O:2])([O-:3])[c:4]1[cH:5][cH:6][c:7]([CH2:10][O:11][C:12](=[O:13])[NH:14][CH2:15][C:16](=[O:17])[OH:18])[cH:8][cH:9]1.[O:42]1[CH2:43][CH2:44][O:45][CH2:46][CH2:47]1.[OH:19][N:20]1[C:21](=[O:26])[CH2:22][CH2:23][C:24]1=[O:25]>>[N+:1](=[O:2])([O-:3])[c:4]1[cH:5][cH:6][c:7]([CH2:10][O:11][C:12](=[O:13])[NH:14][CH2:15][C:16](=[O:17])[O:18][N:20]2[C:21](=[O:26])[CH2:22][CH2:23][C:24]2=[O:25])[cH:8][cH:9]1. Reactants: CCO, Cl, COC(=O)c1cc(-c2ccccc2)ccc1N, [Na+], [OH-], O. Yields the product Nc1ccc(-c2ccccc2)cc1C(=O)O. Reaction SMILES: [CH3:21][CH2:22][OH:23].[ClH:20].[NH2:1][c:2]1[c:3]([C:14](=[O:15])[O:16][CH3:17])[cH:4][c:5](-[c:8]2[cH:9][cH:10][cH:11][cH:12][cH:13]2)[cH:6][cH:7]1.[Na+:19].[OH-:18].[OH2:24]>>[NH2:1][c:2]1[c:3]([C:14](=[O:15])[OH:16])[cH:4][c:5](-[c:8]2[cH:9][cH:10][cH:11][cH:12][cH:13]2)[cH:6][cH:7]1. Starting materials: c1ccc2c(c1)OCCOCCOc1ccccc1OCCOCCO2, CC#N, ClCCCCCc1cccc2cncn12, N#C[K]. RXN SMILES: [CH2:19]1[O:20][CH2:21][CH2:22][O:23][c:24]2[c:25]([cH:26][cH:27][cH:28][cH:29]2)[O:30][CH2:31][CH2:32][O:33][CH2:34][CH2:35][O:36][c:37]2[c:38]([cH:39][cH:40][cH:41][cH:42]2)[O:43][CH2:44]1.[CH3:45][C:46]#[N:47].[Cl:1][CH2:2][CH2:3][CH2:4][CH2:5][CH2:6][c:7]1[cH:8][cH:9][cH:10][c:11]2[n:12]1[cH:13][n:14][cH:15]2.[K:16][C:17]#[N:18]>>[CH2:2]([CH2:3][CH2:4][CH2:5][CH2:6][c:7]1[cH:8][cH:9][cH:10][c:11]2[n:12]1[cH:13][n:14][cH:15]2)[C:17]#[N:18].[ClH:1]. Product: N#CCCCCCc1cccc2cncn12, Cl. Reactants: CCC(O)(C=Cc1ccc(C(CC)(CC)c2ccc(-c3ccccc3CC(=O)OC)cc2)cc1C)CC, CO, [Na+], C1CCOC1, [OH-]. Yields the product CCC(O)(C=Cc1ccc(C(CC)(CC)c2ccc(-c3ccccc3CC(=O)O)cc2)cc1C)CC. As a reaction SMILES: [CH3:3][O:4][C:5]([CH2:6][c:7]1[c:8](-[c:13]2[cH:14][cH:15][c:16]([C:19]([CH2:20][CH3:21])([c:22]3[cH:23][c:24]([CH3:36])[c:25]([CH:28]=[CH:29][C:30]([CH2:31][CH3:32])([OH:33])[CH2:34][CH3:35])[cH:26][cH:27]3)[CH2:37][CH3:38])[cH:17][cH:18]2)[cH:9][cH:10][cH:11][cH:12]1)=[O:39].[CH3:45][OH:46].[Na+:2].[O:40]1[CH2:41][CH2:42][CH2:43][CH2:44]1.[OH-:1]>>[O:4]=[C:5]([CH2:6][c:7]1[c:8](-[c:13]2[cH:14][cH:15][c:16]([C:19]([CH2:20][CH3:21])([c:22]3[cH:23][c:24]([CH3:36])[c:25]([CH:28]=[CH:29][C:30]([CH2:31][CH3:32])([OH:33])[CH2:34][CH3:35])[cH:26][cH:27]3)[CH2:37][CH3:38])[cH:17][cH:18]2)[cH:9][cH:10][cH:11][cH:12]1)[OH:39]. Reactants: CC(=O)OC(C)=O, Cl, O, CCCCCCC(O)CC(=O)O, c1ccncc1. Product: CCCCCCC(CC(=O)O)OC(C)=O. As a reaction SMILES: [CH3:19][C:20](=[O:21])[O:22][C:23](=[O:24])[CH3:25].[ClH:27].[OH2:26].[OH:1][CH:2]([CH2:3][C:4](=[O:5])[OH:6])[CH2:7][CH2:8][CH2:9][CH2:10][CH2:11][CH3:12].[cH:13]1[cH:14][cH:15][n:16][cH:17][cH:18]1>>[O:1]([CH:2]([CH2:3][C:4](=[O:5])[OH:6])[CH2:7][CH2:8][CH2:9][CH2:10][CH2:11][CH3:12])[C:20]([CH3:19])=[O:21]. Starting materials: N1CCC(C(=O)OCC)CC1 (ethyl isonipecotate), C1(=CC=CC=C1)S(=O)(=O)Cl (benzenesulfonyl chloride). Yields the product C(C)OC(=O)C1CCN(CC1)S(=O)(=O)C1=CC=CC=C1 (1-(Phenylsulfonyl)-4-piperidinecarboxylic acid ethyl ester). Yield: 78.0%. As a reaction SMILES: [NH:1]1[CH2:11][CH2:10][CH:4]([C:5]([O:7][CH2:8][CH3:9])=[O:6])[CH2:3][CH2:2]1.[C:12]1([S:18](Cl)(=[O:20])=[O:19])[CH:17]=[CH:16][CH:15]=[CH:14][CH:13]=1>>[CH2:8]([O:7][C:5]([CH:4]1[CH2:3][CH2:2][N:1]([S:18]([C:12]2[CH:17]=[CH:16][CH:15]=[CH:14][CH:13]=2)(=[O:20])=[O:19])[CH2:11][CH2:10]1)=[O:6])[CH3:9]. Procedure: In another preparation, 100 g (0.634 mole) of ethyl isonipecotate and 130.4 g (0.74 mole) of benzenesulfonyl chloride were reacted by the above procedure for 4.5 hr to give the title product in 78% yield.